This data is from the Open Reaction Database (ORD), a public repository of structured organic reaction records. The task is: describe an organic reaction: reactants, conditions, products, and yield The reactants are Cl, [H][H], O=C(O)c1ncccc1[N+](=O)[O-], [Na+], O, O=C([O-])O, [Pd]. The product is Nc1cccnc1C(=O)O. As a reaction SMILES: [ClH:20].[H:18][H:19].[N+:1]([O-:2])(=[O:3])[c:4]1[c:5]([C:10](=[O:11])[OH:12])[n:6][cH:7][cH:8][cH:9]1.[Na+:13].[OH2:21].[OH:14][C:15](=[O:16])[O-:17].[Pd:22]>>[NH2:1][c:4]1[c:5]([C:10](=[O:11])[OH:12])[n:6][cH:7][cH:8][cH:9]1.